This data is from the Open Reaction Database (ORD), a public repository of structured organic reaction records. The task is: describe an organic reaction: reactants, conditions, products, and yield The solvent is CN(C)C=O (DMF), C(C)(=O)O (acetic acid). As a reaction SMILES: F[C:2]1[CH:11]=[C:10]([F:12])[CH:9]=[C:8]2[C:3]=1[C:4](=[O:19])[NH:5][C:6]([C:13]1[CH:18]=[CH:17][N:16]=[CH:15][CH:14]=1)=[N:7]2.[CH3:20][O-:21].[Na+].CO.O>CN(C=O)C.C(O)(=O)C>[F:12][C:10]1[CH:9]=[C:8]2[C:3]([C:4](=[O:19])[NH:5][C:6]([C:13]3[CH:18]=[CH:17][N:16]=[CH:15][CH:14]=3)=[N:7]2)=[C:2]([O:21][CH3:20])[CH:11]=1 |f:1.2|. Conditions: time 16 hour. The product is FC1=CC(=C2C(NC(=NC2=C1)C1=CC=NC=C1)=O)OC (7-fluoro-5-methoxy-2-pyridin-4-yl-3H-quinazolin-4-one). Procedure: To a suspension of 5,7-difluoro-2-pyridin-4-yl-3H-quinazolin-4-one (0.20 g, 0.80 mmol) in DMF (3 mL) was added sodium methoxide in methanol (0.43 g, 8.0 mmol) and the reaction mixture was stirred at room temperature for 16 hours. Water was added, the mixture was acidified with acetic acid to pH approximately 4-5, and the precipitated solid was filtered off to obtain 7-fluoro-5-methoxy-2-pyridin-4-yl-3H-quinazolin-4-one as a yellowish solid. Yield: 0.20 g (83%). Starting materials: O (Water), C[O-].[Na+] (sodium methoxide), CO (methanol), FC1=C2C(NC(=NC2=CC(=C1)F)C1=CC=NC=C1)=O (5,7-difluoro-2-pyridin-4-yl-3H-quinazolin-4-one). Reactants: C(C)(C)N(C1=C(C=C(C=C1)C(F)(F)F)O)S(=O)(=O)C1=CC=CC=C1 (2-(N-isopropyl-phenylsulfonylamino)-5-trifluoromethylphenol), OCC=1C=C2C=CC(=CC2=CC1)C(=O)OCC (ethyl 6-hydroxymethyl-2-naphthate). Product: C(C)(C)N(C1=C(OCC=2C=C3C=CC(=CC3=CC2)C(=O)O)C=C(C=C1)C(F)(F)F)S(=O)(=O)C1=CC=CC=C1 (6-[2-(N-isopropyl-phenylsulfonylamino)-5-trifluoromethylphenoxymethyl]-2-naphthalic acid). As a reaction SMILES: [CH:1]([N:4]([S:16]([C:19]1[CH:24]=[CH:23][CH:22]=[CH:21][CH:20]=1)(=[O:18])=[O:17])[C:5]1[CH:10]=[CH:9][C:8]([C:11]([F:14])([F:13])[F:12])=[CH:7][C:6]=1[OH:15])([CH3:3])[CH3:2].O[CH2:26][C:27]1[CH:28]=[C:29]2[C:34](=[CH:35][CH:36]=1)[CH:33]=[C:32]([C:37]([O:39]CC)=[O:38])[CH:31]=[CH:30]2>>[CH:1]([N:4]([S:16]([C:19]1[CH:24]=[CH:23][CH:22]=[CH:21][CH:20]=1)(=[O:18])=[O:17])[C:5]1[CH:10]=[CH:9][C:8]([C:11]([F:12])([F:14])[F:13])=[CH:7][C:6]=1[O:15][CH2:26][C:27]1[CH:28]=[C:29]2[C:34](=[CH:35][CH:36]=1)[CH:33]=[C:32]([C:37]([OH:39])=[O:38])[CH:31]=[CH:30]2)([CH3:3])[CH3:2]. Procedure details: By using 2-(N-isopropyl-phenylsulfonylamino)-5-trifluoromethylphenol (prepared in Reference Example 24.) and ethyl 6-hydroxymethyl-2-naphthate, the title compound having the following physical data was obtained by the same procedure as Reference Example 18 (b)→Example 2. The reactants are ClC1=CC2=C(N(C(C(N=C2N2CCC(CC2)NC(OC(C)(C)C)=O)CC2=CC3=CC=CC=C3C=C2)=O)C)C=C1 (Tert-butyl 1-(7-chloro-1-methyl-3-(naphthalen-2-ylmethyl)-2-oxo-2,3-dihydro-1H-benzo[e][1,4]diazepin-5-yl)piperidin-4-ylcarbamate), FC(C(=O)O)(F)F (trifluoroacetic acid). The solvent is ClCCl (dichloromethane). Yields the product NC1CCN(CC1)C=1C2=C(N(C(C(N1)CC1=CC3=CC=CC=C3C=C1)=O)C)C=CC(=C2)Cl (5-(4-aminopiperidin-1-yl)-7-chloro-1-methyl-3-(naphthalen-2-ylmethyl)-1H-benzo[e][1,4]diazepin-2(3H)-one). The yield is 28.0%. Reaction SMILES: [Cl:1][C:2]1[CH:39]=[CH:38][C:5]2[N:6]([CH3:37])[C:7](=[O:36])[CH:8]([CH2:25][C:26]3[CH:35]=[CH:34][C:33]4[C:28](=[CH:29][CH:30]=[CH:31][CH:32]=4)[CH:27]=3)[N:9]=[C:10]([N:11]3[CH2:16][CH2:15][CH:14]([NH:17]C(=O)OC(C)(C)C)[CH2:13][CH2:12]3)[C:4]=2[CH:3]=1.FC(F)(F)C(O)=O>ClCCl>[NH2:17][CH:14]1[CH2:13][CH2:12][N:11]([C:10]2[C:4]3[CH:3]=[C:2]([Cl:1])[CH:39]=[CH:38][C:5]=3[N:6]([CH3:37])[C:7](=[O:36])[CH:8]([CH2:25][C:26]3[CH:35]=[CH:34][C:33]4[C:28](=[CH:29][CH:30]=[CH:31][CH:32]=4)[CH:27]=3)[N:9]=2)[CH2:16][CH2:15]1. Procedure: 5,7-Dichloro-1-methyl-3-(naphthalen-2-ylmethyl)-1H-benzo[e][1,4]diazepin-2(3H)-one (170 mg, 0.44 mmol) and tert-butyl piperidin-4-ylcarbamate (89 mg, 0.44 mmol) were coupled according to the corresponding procedure described in Example 14 to yield intermediate tert-butyl 1-(7-chloro-1-methyl-3-(naphthalen-2-ylmethyl)-2-oxo-2,3-dihydro-1H-benzo[e][1,4]diazepin-5-yl)piperidin-4-ylcarbamate. (85 mg, 35%). Tert-butyl 1-(7-chloro-1-methyl-3-(naphthalen-2-ylmethyl)-2-oxo-2,3-dihydro-1H-benzo[e][1,4]di... Yields the product COc1cc2nccc(Oc3ccc(C(=O)c4ccc5c(c4)OCO5)cc3)c2cc1OC. The reactants are O=C(c1ccc(O)cc1)c1ccc2c(c1)OCO2, CN(C)c1ccncc1, COc1cc2nccc(Cl)c2cc1OC, Cc1ccccc1C. As a reaction SMILES: [CH2:1]1[O:2][c:3]2[cH:4][c:5]([C:10](=[O:11])[c:12]3[cH:13][cH:14][c:15]([OH:18])[cH:16][cH:17]3)[cH:6][cH:7][c:8]2[O:9]1.[CH3:34][N:35]([CH3:36])[c:37]1[cH:38][cH:39][n:40][cH:41][cH:42]1.[Cl:19][c:20]1[cH:21][cH:22][n:23][c:24]2[cH:25][c:26]([O:32][CH3:33])[c:27]([O:30][CH3:31])[cH:28][c:29]12.[c:43]1([CH3:44])[c:45]([CH3:46])[cH:47][cH:48][cH:49][cH:50]1>>[CH2:1]1[O:2][c:3]2[cH:4][c:5]([C:10](=[O:11])[c:12]3[cH:13][cH:14][c:15]([O:18][c:20]4[cH:21][cH:22][n:23][c:24]5[cH:25][c:26]([O:32][CH3:33])[c:27]([O:30][CH3:31])[cH:28][c:29]45)[cH:16][cH:17]3)[cH:6][cH:7][c:8]2[O:9]1. The reactants are COCCOc1ccccc1N, CS(C)=O, CCN(C(C)C)C(C)C, Clc1ncc(Cl)c(Cl)n1, ClCCl. The product is COCCOc1ccccc1Nc1nc(Cl)ncc1Cl. RXN SMILES: [CH3:1][O:2][CH2:3][CH2:4][O:5][c:6]1[c:7]([NH2:12])[cH:8][cH:9][cH:10][cH:11]1.[CH3:31][S:32]([CH3:33])=[O:34].[CH:22]([N:23]([CH2:24][CH3:25])[CH:26]([CH3:27])[CH3:28])([CH3:29])[CH3:30].[Cl:13][c:14]1[n:15][cH:16][c:17]([Cl:21])[c:18]([Cl:20])[n:19]1.[Cl:35][CH2:36][Cl:37]>>[CH3:1][O:2][CH2:3][CH2:4][O:5][c:6]1[c:7]([NH:12][c:18]2[c:17]([Cl:21])[cH:16][n:15][c:14]([Cl:13])[n:19]2)[cH:8][cH:9][cH:10][cH:11]1. Reactants: O=C([O-])[O-], CC(C)=O, ClCCBr, [Cs+], [Cs+], O, Oc1ccc2sccc2c1. Product: ClCCOc1ccc2sccc2c1. As a reaction SMILES: [C:15](=[O:16])([O-:17])[O-:18].[CH3:1][C:2](=[O:3])[CH3:4].[Cl:21][CH2:22][CH2:23][Br:24].[Cs+:19].[Cs+:20].[OH2:25].[OH:5][c:6]1[cH:7][cH:8][c:9]2[c:10]([cH:11][cH:12][s:13]2)[cH:14]1>>[O:5]([c:6]1[cH:7][cH:8][c:9]2[c:10]([cH:11][cH:12][s:13]2)[cH:14]1)[CH2:23][CH2:22][Cl:21].